From a dataset of the Open Reaction Database (ORD), a public repository of structured organic reaction records. describe an organic reaction: reactants, conditions, products, and yield Reactants: [Si](C)(C)(C(C)(C)C)OC[C@H]1N(C(CC1)=O)C(=O)OC(C)(C)C (tert-butyl(2S)-2-({[tert-butyl(dimethyl)silyl]oxy}methyl)-5-oxopyrrolidine-1-carboxylate), C1(=CC=CC=C1)[Se]Cl (phenylselenenyl chloride), OO (H2O2), C[Si](C)(C)[N-][Si](C)(C)C.[Na+] (NaHMDS). The solvent is C1CCOC1 (THF), C1CCOC1 (THF), C1CCOC1 (THF), CN1CCCN(C1=O)C (DMPU). Run at temperature -78 celsius, time 20 minute. The product is [Si](C)(C)(C(C)(C)C)OC[C@H]1N(C(C=C1)=O)C(=O)OC(C)(C)C (tert-butyl (2S)-2-({[tert-butyl(dimethyl)silyl]oxy}methyl)-5-oxo-2,5-dihydro-1H-pyrrole-1-carboxylate). Reaction SMILES: C[Si]([N-][Si](C)(C)C)(C)C.[Na+].[Si:11]([O:18][CH2:19][C@@H:20]1[CH2:24][CH2:23][C:22](=[O:25])[N:21]1[C:26]([O:28][C:29]([CH3:32])([CH3:31])[CH3:30])=[O:27])([C:14]([CH3:17])([CH3:16])[CH3:15])([CH3:13])[CH3:12].C1([Se]Cl)C=CC=CC=1.OO>C1COCC1.CN1C(=O)N(C)CCC1>[Si:11]([O:18][CH2:19][C@@H:20]1[CH:24]=[CH:23][C:22](=[O:25])[N:21]1[C:26]([O:28][C:29]([CH3:32])([CH3:31])[CH3:30])=[O:27])([C:14]([CH3:17])([CH3:16])[CH3:15])([CH3:13])[CH3:12] |f:0.1|. Procedure: To a solution of NaHMDS (35 mL, 35 mmol, 1.0M solution in THF) in THF (45 mL) at 0° C. was added DMPU (4.8 mL) and the reaction mixture was stirred 20 minutes. The reaction mixture was cooled to −78° C. and to it was added a solution of 4-2 (4.8 g, 14.6 mmol) in THF (20 mL) and the reaction was stirred an additional 30 minutes. At this time a solution of phenylselenenyl chloride (3.35 g, 17.5 mmol) in THF (15 mL) was added and the reaction was stirred at −78° C. for 2 h. The reaction quenched wi... Starting materials: C(C)(=O)C1=CC(=C2C=CC=NC2=C1N1CCN(CC1)CC(=O)N(C)C)Cl (2-[4-(7-acetyl-5-chloroquinolin-8-yl)piperazin-1-yl]-N,N-dimethylacetamide), C(C)(=O)[O-].[NH4+] (ammonium acetate), C(#N)[BH3-].[Na+] (sodium cyanoborohydride). Run in CO (methanol), C(C)#N (acetonitrile), O1CCCC1 (tetrahydrofuran). Run at temperature 65 celsius. Product: NC(C)C1=CC(=C2C=CC=NC2=C1N1CCN(CC1)CC(=O)N(C)C)Cl (2-{4-[7-(1-Aminoethyl)-5-chloroquinolin-8-y]piperazin-1-yl}-N,N-dimethylacetamide). RXN SMILES: [C:1]([C:4]1[C:13]([N:14]2[CH2:19][CH2:18][N:17]([CH2:20][C:21]([N:23]([CH3:25])[CH3:24])=[O:22])[CH2:16][CH2:15]2)=[C:12]2[C:7]([CH:8]=[CH:9][CH:10]=[N:11]2)=[C:6]([Cl:26])[CH:5]=1)(=O)[CH3:2].C([O-])(=O)C.[NH4+].C([BH3-])#[N:33].[Na+]>CO.C(#N)C.O1CCCC1>[NH2:33][CH:1]([C:4]1[C:13]([N:14]2[CH2:19][CH2:18][N:17]([CH2:20][C:21]([N:23]([CH3:25])[CH3:24])=[O:22])[CH2:16][CH2:15]2)=[C:12]2[C:7]([CH:8]=[CH:9][CH:10]=[N:11]2)=[C:6]([Cl:26])[CH:5]=1)[CH3:2] |f:1.2,3.4|. Reported procedure: A mixture of 2-[4-(7-acetyl-5-chloroquinolin-8-yl)piperazin-1-yl]-N,N-dimethylacetamide (0.019 g, 0.051 mmol) and ammonium acetate (0.0391 g, 0.507 mmol) in methanol (0.3 mL) and acetonitrile (0.3 mL) was heated at 65° C. in a sealed tube for 1 hour. After cooling to room temperature, to the resulting mixture was added 1.0 M sodium cyanoborohydride in tetrahydrofuran (0.12 mL). The reaction was heated at 65° C. overnight. The mixture was cooled to room temperature, quenched with sat. NaHCO3 solu... Reactants: BrC=1C=C(NC(CC(C)=O)=O)C=CC1 (m-bromo-acetylacetanilide), C(OC)([O-])[O-] (methyl orthoformate), N1=CC=CC2=CC=CC=C12 (quinoline). The reagents and catalysts are C1(=CC=C(C=C1)S(=O)(=O)O)C (p-toluene sulfonic acid). Run in CO (methanol). Reaction conditions: temperature 20 celsius, time 2 hour. Yields the product BrC=1C=C(NC(\C=C(\C)/OC)=O)C=CC1 (m-bromo-3-methoxy-crotonanilide). Isolated yield 60.9%. As a reaction SMILES: [Br:1][C:2]1[CH:3]=[C:4]([CH:12]=[CH:13][CH:14]=1)[NH:5][C:6](=[O:11])[CH2:7][C:8](=[O:10])[CH3:9].[CH:15]([O-])([O-])OC.N1C2C(=CC=CC=2)C=CC=1>C1(C)C=CC(S(O)(=O)=O)=CC=1.CO>[Br:1][C:2]1[CH:3]=[C:4]([CH:12]=[CH:13][CH:14]=1)[NH:5][C:6](=[O:11])/[CH:7]=[C:8](\[O:10][CH3:15])/[CH3:9]. Procedure: A mixture of 68.5 g of m-bromo-acetylacetanilide, 39.6 g of methyl orthoformate, 160 ml of methanol and 0.5 g of p-toluene sulfonic acid was stirred for 2 hours at 20° C and after the addition of 1 ml of quinoline, the mixture was evaporated to dryness under reduced pressure. The 83 g of colorless oil residue was taken up in 400 ml of toluene and the mixture was heated at 140° C for 4 hours while distilling the toluene-methanol azeotrope formed. After cooling, the toluene was evaporated under re... Starting materials: CC=1C=C(C(=NC1C)OC)NC(OC1=CC=CC=C1)=S (Phenyl N-(5,6-dimethyl-2-methoxypyridin-3-yl)thiocarbamate), FC=1C=C(C=C(C1)F)N1CCNCC1 (1-(3,5-difluorophenyl)piperazine). The product is CC=1C=C(C(=NC1C)OC)NC(=S)N1CCN(CC1)C1=CC(=CC(=C1)F)F (1-[(5,6-Dimethyl-2-methoxypyridin-3-yl)aminothiocarbonyl]-4-(3,5-difluorophenyl)piperazine). Isolated yield 47.0%. Reaction SMILES: [CH3:1][C:2]1[CH:3]=[C:4]([NH:11][C:12](=[S:20])OC2C=CC=CC=2)[C:5]([O:9][CH3:10])=[N:6][C:7]=1[CH3:8].[F:21][C:22]1[CH:23]=[C:24]([N:29]2[CH2:34][CH2:33][NH:32][CH2:31][CH2:30]2)[CH:25]=[C:26]([F:28])[CH:27]=1>>[CH3:1][C:2]1[CH:3]=[C:4]([NH:11][C:12]([N:32]2[CH2:31][CH2:30][N:29]([C:24]3[CH:23]=[C:22]([F:21])[CH:27]=[C:26]([F:28])[CH:25]=3)[CH2:34][CH2:33]2)=[S:20])[C:5]([O:9][CH3:10])=[N:6][C:7]=1[CH3:8]. Procedure details: Phenyl N-(5,6-dimethyl-2-methoxypyridin-3-yl)thiocarbamate and 1-(3,5-difluorophenyl)piperazine were reacted by the same way with the example 22 to obtain the titled compound. The reactants are C(C1=CC=CC=C1)OC(CN(CC1CCCO1)C([C@@H](N(S(=O)(=O)C1=CC=CC2=CC(=C(C=C12)C)C)[N+](=O)[O-])CCCNC(N)=N)=O)=O (nitro-N2 -(6,7-dimethyl-1-naphthalenesulfonyl)-L-arginyl-N-tetrahydrofurfurylglycine benzyl ester), [H][H] (hydrogen). The reagents and catalysts are [Pd] (palladium black). Run in C(C)(C)(C)O (tert-butanol), C(C)(=O)O (acetic acid). Yields the product N#N.CC=1C=C2C=CC=C(C2=CC1C)S(=O)(=O)N[C@@H](CCCNC(N)=N)C(=O)N(CC(=O)O)CC1CCCO1 (N2 (6,7-dimethyl-1-naphthalenesulfonyl)-L-arginyl-N-tetrahydrofurfurylglycine). RXN SMILES: C([O:8][C:9](=[O:47])[CH2:10][N:11]([C:18](=[O:46])[C@H:19]([CH2:39][CH2:40][CH2:41][NH:42][C:43](=[NH:45])[NH2:44])[N:20]([N+:36]([O-])=O)[S:21]([C:24]1[C:33]2[C:28](=[CH:29][C:30]([CH3:35])=[C:31]([CH3:34])[CH:32]=2)[CH:27]=[CH:26][CH:25]=1)(=[O:23])=[O:22])[CH2:12][CH:13]1[O:17][CH2:16][CH2:15][CH2:14]1)C1C=CC=CC=1.[H][H]>C(O)(C)(C)C.C(O)(=O)C.[Pd]>[N:20]#[N:36].[CH3:35][C:30]1[CH:29]=[C:28]2[C:33](=[CH:32][C:31]=1[CH3:34])[C:24]([S:21]([NH:20][C@H:19]([C:18]([N:11]([CH2:12][CH:13]1[O:17][CH2:16][CH2:15][CH2:14]1)[CH2:10][C:9]([OH:47])=[O:8])=[O:46])[CH2:39][CH2:40][CH2:41][NH:42][C:43](=[NH:44])[NH2:45])(=[O:23])=[O:22])=[CH:25][CH:26]=[CH:27]2 |f:5.6|. Procedure: To a solution of 1.2 g of NG -nitro-N2 -(6,7-dimethyl-1-naphthalenesulfonyl)-L-arginyl-N-tetrahydrofurfurylglycine benzyl ester in 20 ml of tert-butanol and 5 ml of acetic acid, was added 0.2 g of palladium black and then the mixture was shaken in a hydrogen atmosphere for 20 hours at room temperature. The solution was filtered to remove the catalyst and evaporated to give an oily product. Reprecipitation with ethanol-diethyl ether gave 0.8 g of N2 -(6,7-dimethyl-1-naphthalenesulfonyl)-L-arginyl...